Dataset: the Open Reaction Database (ORD), a public repository of structured organic reaction records. Task: describe an organic reaction: reactants, conditions, products, and yield The reactants are C[N+]1([O-])CCOCC1, CC#N, C=Cc1cc(C)c(Cl)nn1, O=[Os](=O)(=O)=O, O. Yields the product Cc1cc(C=O)nnc1Cl. As a reaction SMILES: [CH3:11][N+:12]1([O-:13])[CH2:14][CH2:16][O:15][CH2:17][CH2:18]1.[CH3:19][C:20]#[N:21].[Cl:1][c:2]1[n:3][n:4][c:5]([CH:9]=[CH2:10])[cH:6][c:7]1[CH3:8].[O:23]=[Os:24](=[O:25])(=[O:26])=[O:27].[OH2:22]>>[Cl:1][c:2]1[n:3][n:4][c:5]([CH:9]=[O:15])[cH:6][c:7]1[CH3:8]. The reactants are CC1=CC=C(C=S)C=C1 (4-methylthiobenzaldehyde), C(#C)C1(CCCCC1)O (1-ethynyl-cyclohexan-1-ol), C(CCC)[Li] (butyllithium), C1CCOC1 (THF). The solvent is CCCCCC (hexane). Reaction conditions: time 20 minute. Yields the product OC(C#CC1(CCCCC1)O)C1=CC=C(C=C1)SC (1-[3-hydroxy-{4-(methylthio)phenyl}-prop-1-ynyl]-cyclohexanol). Reaction SMILES: [C:1]([C:3]1([OH:9])[CH2:8][CH2:7][CH2:6][CH2:5][CH2:4]1)#[CH:2].[CH2:10]([Li])[CH2:11][CH2:12]C.CC1C=CC([CH:20]=[S:21])=CC=1.[CH2:24]1[CH2:28][O:27][CH2:26][CH2:25]1>CCCCCC>[OH:27][CH:26]([C:25]1[CH:24]=[CH:28][C:12]([S:21][CH3:20])=[CH:11][CH:10]=1)[C:2]#[C:1][C:3]1([OH:9])[CH2:8][CH2:7][CH2:6][CH2:5][CH2:4]1. Procedure: To a stirred solution of 1-ethynyl-cyclohexan-1-ol (3.2 g) in 80 ml dry THF at −78° C. and under argon, was added dropwise 35 ml of 2.5 M butyllithium in hexane over 10 minutes. The reaction solution was stirred for another 20 minutes, which was followed by the dropwise addition of 4-methylthiobenzaldehyde (3.2 ml). After stirred for another 2 hours, the reaction was quenched by adding dilute aqueous HCl. The reaction solvent was removed in vacuo, and the resulting aqueous solution was extracted... Reactants: ClC1=CC=C(C=C1)CCN1CCC(CC1)CO (1-[2-(4-chlorophenyl)ethyl]-4-piperidinemethanol), FC1=CC=C(C=C1)[N+](=O)[O-] (1-fluoro4-nitrobenzene). The product is ClC1=CC=C(C=C1)CCN1CCC(CC1)COC1=CC=C(C=C1)[N+](=O)[O-] (1-[2-(4-Chlorophenyl)ethyl]-4-[(4-nitrophenoxy)methyl]piperidine). Reaction SMILES: [Cl:1][C:2]1[CH:7]=[CH:6][C:5]([CH2:8][CH2:9][N:10]2[CH2:15][CH2:14][CH:13]([CH2:16][OH:17])[CH2:12][CH2:11]2)=[CH:4][CH:3]=1.F[C:19]1[CH:24]=[CH:23][C:22]([N+:25]([O-:27])=[O:26])=[CH:21][CH:20]=1>>[Cl:1][C:2]1[CH:7]=[CH:6][C:5]([CH2:8][CH2:9][N:10]2[CH2:15][CH2:14][CH:13]([CH2:16][O:17][C:19]3[CH:24]=[CH:23][C:22]([N+:25]([O-:27])=[O:26])=[CH:21][CH:20]=3)[CH2:12][CH2:11]2)=[CH:4][CH:3]=1. Procedure: In a manner similar to Preparation 2, react 1-[2-(4-chlorophenyl)ethyl]-4-piperidinemethanol with 1-fluoro4-nitrobenzene to obtain the title compound.